From a dataset of the Open Reaction Database (ORD), a public repository of structured organic reaction records. describe an organic reaction: reactants, conditions, products, and yield The reactants are COC(C(=COCF)C1=C(C=CC=C1)CBr)=O (2-(2-bromomethylphenyl)-3-fluoromethoxyacrylic acid methyl ester), C1(=CC=CC=C1O)C (o-cresol), C(=O)([O-])[O-].[K+].[K+] (potash), C1COCCOCCOCCOCCOCCO1 (18-crown-6). Solvent: C(C)#N (acetonitrile), O (Water). Conditions: time 24 hour. Yields the product COC(C(=COCF)C1=C(C=CC=C1)COC1=C(C=CC=C1)C)=O (3-fluoromethoxy-2-[2-(2-methylphenoxymethyl)phenyl]-acrylic acid methyl ester). As a reaction SMILES: [CH3:1][O:2][C:3](=[O:17])[C:4]([C:9]1[CH:14]=[CH:13][CH:12]=[CH:11][C:10]=1[CH2:15]Br)=[CH:5][O:6][CH2:7][F:8].[C:18]1([CH3:25])[C:23]([OH:24])=[CH:22][CH:21]=[CH:20][CH:19]=1.C([O-])([O-])=O.[K+].[K+].C1OCCOCCOCCOCCOCCOC1>C(#N)C.O>[CH3:1][O:2][C:3](=[O:17])[C:4]([C:9]1[CH:14]=[CH:13][CH:12]=[CH:11][C:10]=1[CH2:15][O:24][C:23]1[CH:22]=[CH:21][CH:20]=[CH:19][C:18]=1[CH3:25])=[CH:5][O:6][CH2:7][F:8] |f:2.3.4|. Procedure details: A mixture of 1.66 g of 2-(2-bromomethylphenyl)-3-fluoromethoxyacrylic acid methyl ester, 0.65 g of o-cresol, 1.38 g of pulverized potash and 0.07 g of 18-crown-6 in 15 ml of acetonitrile is stirred at room temperature for 24 hours. Water is then added, the reaction mixture is acidified with 1N hydrochloric acid and extraction is carried out with ethyl acetate. The combined organic phases are dried over sodium sulfate, filtered and concentrated by evaporation. Chromatography on silica gel with he... Reaction SMILES: [C:26](=[O:27])([n:28]1[cH:29][cH:30][n:31][cH:32]1)[n:33]1[cH:34][cH:35][n:36][cH:37]1.[CH2:52]([Cl:53])[Cl:54].[CH3:1][N:2]([CH2:3][CH2:4][CH2:5][CH2:6][CH2:7][CH2:8][CH2:9][NH2:10])[CH2:11][CH2:12][CH:13]([c:14]1[n:15][cH:16][cH:17][cH:18][cH:19]1)[c:20]1[cH:21][cH:22][cH:23][cH:24][cH:25]1.[NH:38]([C:39](=[NH:40])[NH2:41])[c:42]1[s:43][cH:44][c:45]([CH2:47][S:48][CH2:49][CH2:50][NH2:51])[n:46]1>>[CH3:1][N:2]([CH2:3][CH2:4][CH2:5][CH2:6][CH2:7][CH2:8][CH2:9][NH:10][C:26](=[O:27])[NH:51][CH2:50][CH2:49][S:48][CH2:47][c:45]1[cH:44][s:43][c:42]([NH:38][C:39](=[NH:40])[NH2:41])[n:46]1)[CH2:11][CH2:12][CH:13]([c:14]1[n:15][cH:16][cH:17][cH:18][cH:19]1)[c:20]1[cH:21][cH:22][cH:23][cH:24][cH:25]1. Reactants: O=C(n1ccnc1)n1ccnc1, ClCCl, CN(CCCCCCCN)CCC(c1ccccc1)c1ccccn1, N=C(N)Nc1nc(CSCCN)cs1. Product: CN(CCCCCCCNC(=O)NCCSCc1csc(NC(=N)N)n1)CCC(c1ccccc1)c1ccccn1.